describe an organic reaction: reactants, conditions, products, and yield From a dataset of the Open Reaction Database (ORD), a public repository of structured organic reaction records. As a reaction SMILES: [CH3:11][O:12][CH:13]([O:14][CH3:15])[N:16]([CH3:17])[CH3:18].[F:1][c:2]1[cH:3][c:4]([C:5]#[N:6])[cH:7][cH:8][c:9]1[CH3:10].[I+3:20]([O-:21])([O-:22])([O-:23])[O-:24].[Na+:25].[O:26]=[CH:27][N:28]([CH3:29])[CH3:30].[OH2:19]>>[F:1][c:2]1[cH:3][c:4]([C:5]#[N:6])[cH:7][cH:8][c:9]1[CH:10]=[O:12]. Starting materials: COC(OC)N(C)C, Cc1ccc(C#N)cc1F, [O-][I+3]([O-])([O-])[O-], [Na+], CN(C)C=O, O. Product: N#Cc1ccc(C=O)c(F)c1.